Dataset: the Open Reaction Database (ORD), a public repository of structured organic reaction records. Task: describe an organic reaction: reactants, conditions, products, and yield Reaction conditions: time 4 day. Procedure details: A mixture of 2.54 g of 6-hydroxy-2-hexanone tetrahydropyranyl ether, 2.46 g of 2,4-dihydroxy-3-propylacetophenone, 1.05 g of pyrrolidine, and 35 ml of toluene was stirred at room temperature for four days. The dark brown solution was then refluxed for 24 hours, with water removal using a Dean-Stark trap. A mixture of 1:1 ethylacetate-toluene (400 ml) and 50 g of silica were added to the reaction mixture and the slurry was stirred for 1 hour at room temperature. The silica gel was filtered with s... Yields the product O1C(CCCC1)OCCCCC1(OC2=C(C(C1)=O)C=CC(=C2CCC)O)C (rac.-2,3-dihydro-2-[4-[(tetrahydro-2H-pyran-2-yl)oxy]butyl]-2-methyl-7-hydroxy-8-propyl-4H-1-benzopyran-4-one). RXN SMILES: [CH3:1][CH2:2][CH2:3][C:4]1[C:9]([OH:10])=[C:8]([C:11]([CH3:13])=[O:12])[CH:7]=[CH:6][C:5]=1[OH:14].N1CCC[CH2:16]1.[C:20]1([CH3:26])[CH:25]=[CH:24][CH:23]=[CH:22]C=1.O.[CH2:28]([O:30][C:31](=[O:33])[CH3:32])[CH3:29].C1(C)C=CC=CC=1>>[O:30]1[CH2:28][CH2:29][CH2:16][CH2:32][CH:31]1[O:33][CH2:22][CH2:23][CH2:24][CH2:25][C:20]1([CH3:26])[CH2:13][C:11](=[O:12])[C:8]2[CH:7]=[CH:6][C:5]([OH:14])=[C:4]([CH2:3][CH2:2][CH3:1])[C:9]=2[O:10]1 |f:4.5|. Starting materials: 6-hydroxy-2-hexanone tetrahydropyranyl ether, CCCC1=C(C=CC(=C1O)C(=O)C)O (2,4-dihydroxy-3-propylacetophenone), N1CCCC1 (pyrrolidine), C1(=CC=CC=C1)C (toluene), O (water), C(C)OC(C)=O.C1(=CC=CC=C1)C (ethylacetate toluene). Starting materials: CC(C)(C)OC(=O)NC1CCN(c2c(F)c(NCc3ccccc3)c3c(=O)n(NC(=O)OC(C)(C)C)c(=O)n(C4CC4)c3c2F)C1, C1CCOC1, [OH-], [OH-], [Pd+2]. Product: CC(C)(C)OC(=O)NC1CCN(c2c(F)c(N)c3c(=O)n(NC(=O)OC(C)(C)C)c(=O)n(C4CC4)c3c2F)C1. As a reaction SMILES: [C:1]([CH3:2])([CH3:3])([CH3:4])[O:5][C:6]([NH:7][n:8]1[c:9](=[O:45])[n:10]([CH:42]2[CH2:43][CH2:44]2)[c:11]2[c:12]([F:41])[c:13]([N:28]3[CH2:29][CH:30]([NH:33][C:34](=[O:35])[O:36][C:37]([CH3:38])([CH3:39])[CH3:40])[CH2:31][CH2:32]3)[c:14]([F:27])[c:15]([NH:19][CH2:20][c:21]3[cH:22][cH:23][cH:24][cH:25][cH:26]3)[c:16]2[c:17]1=[O:18])=[O:46].[O:47]1[CH2:48][CH2:49][CH2:50][CH2:51]1.[OH-:52].[OH-:54].[Pd+2:53]>>[C:1]([CH3:2])([CH3:3])([CH3:4])[O:5][C:6]([NH:7][n:8]1[c:9](=[O:45])[n:10]([CH:42]2[CH2:43][CH2:44]2)[c:11]2[c:12]([F:41])[c:13]([N:28]3[CH2:29][CH:30]([NH:33][C:34](=[O:35])[O:36][C:37]([CH3:38])([CH3:39])[CH3:40])[CH2:31][CH2:32]3)[c:14]([F:27])[c:15]([NH2:19])[c:16]2[c:17]1=[O:18])=[O:46]. The reactants are C(C1=CC=CC=C1)OC(=O)NC(C(=O)OCC)C(=O)OCC (diethyl 2-benzyloxycarbonylaminomalonate), C([O-])([O-])=O.[K+].[K+] (potassium carbonate), BrCC(=O)OC(C)(C)C (t-butyl 2-bromoacetate), Cl (hydrochloric acid). Reagents/catalysts: [I-].[K+] (potassium iodide). Solvent: CN(C)C=O (DMF). Reaction conditions: temperature 50 celsius, time 1 hour. Yields the product C(C1=CC=CC=C1)OC(=O)NC(C(=O)OCC)(C(=O)OCC)CC(=O)OC(C)(C)C (diethyl 2-benzyloxycarbonylamino-2-(t-butoxycarbonylmethyl)malonate). Isolated yield 100.8%. As a reaction SMILES: [CH2:1]([O:8][C:9]([NH:11][CH:12]([C:18]([O:20][CH2:21][CH3:22])=[O:19])[C:13]([O:15][CH2:16][CH3:17])=[O:14])=[O:10])[C:2]1[CH:7]=[CH:6][CH:5]=[CH:4][CH:3]=1.C(=O)([O-])[O-].[K+].[K+].Br[CH2:30][C:31]([O:33][C:34]([CH3:37])([CH3:36])[CH3:35])=[O:32].Cl>CN(C=O)C.[I-].[K+]>[CH2:1]([O:8][C:9]([NH:11][C:12]([CH2:30][C:31]([O:33][C:34]([CH3:37])([CH3:36])[CH3:35])=[O:32])([C:13]([O:15][CH2:16][CH3:17])=[O:14])[C:18]([O:20][CH2:21][CH3:22])=[O:19])=[O:10])[C:2]1[CH:3]=[CH:4][CH:5]=[CH:6][CH:7]=1 |f:1.2.3,7.8|. Reported procedure: A suspension of diethyl 2-benzyloxycarbonylaminomalonate (5.0 g), potassium carbonate (2.7 g), potassium iodide (0.27 g), and t-butyl 2-bromoacetate (4.1 g) in DMF (50 mL) was stirred at 50° C. for 1 hour. The reaction mixture was cooled, and then poured into diluted hydrochloric acid, the mixture was extracted with ethyl acetate, and the extract was washed with saturated brine, and then dried over anhydrous magnesium sulfate. The solvent was evaporated under reduced pressure, and the residue wa... Procedure: Into a 25-mL round-bottom flask purged and maintained with an inert atmosphere of nitrogen, was placed [3-ethyl-5-(2-fluoro-4-methylphenyl)-1,2-thiazol-4-yl]methanol (50 mg, 0.20 mmol, 1.00 equiv), ethyl 3-(3,5-difluoro-4-hydroxyphenyl)propanoate (69 mg, 0.30 mmol, 1.51 equiv), ADDP (104 mg, 0.42 mmol, 2.09 equiv), Bu3P (60 mg), toluene (10 mL). The resulting solution was stirred overnight at 60° C. The resulting mixture was concentrated under vacuum. The residue was applied onto a silica gel co... As a reaction SMILES: [CH2:1]([C:3]1[C:7]([CH2:8][OH:9])=[C:6]([C:10]2[CH:15]=[CH:14][C:13]([CH3:16])=[CH:12][C:11]=2[F:17])[S:5][N:4]=1)[CH3:2].[F:18][C:19]1[CH:20]=[C:21]([CH2:27][CH2:28][C:29]([O:31][CH2:32][CH3:33])=[O:30])[CH:22]=[C:23]([F:26])[C:24]=1O.C1CCN(C(N=NC(N2CCCCC2)=O)=O)CC1.P(CCCC)(CCCC)CCCC>C1(C)C=CC=CC=1>[CH2:1]([C:3]1[C:7]([CH2:8][O:9][C:24]2[C:23]([F:26])=[CH:22][C:21]([CH2:27][CH2:28][C:29]([O:31][CH2:32][CH3:33])=[O:30])=[CH:20][C:19]=2[F:18])=[C:6]([C:10]2[CH:15]=[CH:14][C:13]([CH3:16])=[CH:12][C:11]=2[F:17])[S:5][N:4]=1)[CH3:2]. Starting materials: C(C)C1=NSC(=C1CO)C1=C(C=C(C=C1)C)F ([3-ethyl-5-(2-fluoro-4-methylphenyl)-1,2-thiazol-4-yl]methanol), P(CCCC)(CCCC)CCCC (Bu3P), FC=1C=C(C=C(C1O)F)CCC(=O)OCC (ethyl 3-(3,5-difluoro-4-hydroxyphenyl)propanoate), C1CCN(CC1)C(=O)N=NC(=O)N2CCCCC2 (ADDP). Solvent: C1(=CC=CC=C1)C (toluene). Reaction conditions: temperature 60 celsius, time 8 hour. The product is C(C)C1=NSC(=C1COC1=C(C=C(C=C1F)CCC(=O)OCC)F)C1=C(C=C(C=C1)C)F (Ethyl 3-(4-[[3-ethyl-5-(2-fluoro-4-methylphenyl)-1,2-thiazol-4-yl]methoxy]-3,5-difluorophenyl)propanoate). The reactants are CC(C)N1CC2CC1CN2c1ccc(Nc2ncc(Br)n3ncnc23)cc1, CCCC[Sn](CCCC)(CCCC)c1cc(C(=O)OCC)n[nH]1, C1CCOC1, Cl[Pd]Cl, c1ccc(P(c2ccccc2)c2ccccc2)cc1, c1ccc(P(c2ccccc2)c2ccccc2)cc1. Product: CCOC(=O)c1cc(-c2cnc(Nc3ccc(N4CC5CC4CN5C(C)C)cc3)c3ncnn23)[nH]n1. RXN SMILES: [Br:24][c:25]1[cH:26][n:27][c:28]([NH:34][c:35]2[cH:36][cH:37][c:38]([N:41]3[CH:42]4[CH2:43][N:44]([CH:48]([CH3:49])[CH3:50])[CH:45]([CH2:46]3)[CH2:47]4)[cH:39][cH:40]2)[c:29]2[n:30]1[n:31][cH:32][n:33]2.[CH2:1]([Sn:2]([CH2:3][CH2:4][CH2:5][CH3:16])([c:6]1[cH:7][c:8]([C:11](=[O:12])[O:13][CH2:14][CH3:15])[n:9][nH:10]1)[CH2:17][CH2:18][CH2:19][CH3:20])[CH2:21][CH2:22][CH3:23].[CH2:51]1[O:52][CH2:53][CH2:54][CH2:55]1.[Pd:56]([Cl:57])[Cl:58].[c:59]1([P:60]([c:61]2[cH:62][cH:63][cH:64][cH:65][cH:66]2)[c:67]2[cH:68][cH:69][cH:70][cH:71][cH:72]2)[cH:73][cH:74][cH:75][cH:76][cH:77]1.[c:78]1([P:79]([c:80]2[cH:81][cH:82][cH:83][cH:84][cH:85]2)[c:86]2[cH:87][cH:88][cH:89][cH:90][cH:91]2)[cH:92][cH:93][cH:94][cH:95][cH:96]1>>[c:6]1(-[c:25]2[cH:26][n:27][c:28]([NH:34][c:35]3[cH:36][cH:37][c:38]([N:41]4[CH:42]5[CH2:43][N:44]([CH:48]([CH3:49])[CH3:50])[CH:45]([CH2:46]4)[CH2:47]5)[cH:39][cH:40]3)[c:29]3[n:30]2[n:31][cH:32][n:33]3)[cH:7][c:8]([C:11](=[O:12])[O:13][CH2:14][CH3:15])[n:9][nH:10]1. Reactants: CCOC(=O)Nc1snc([S-])c1C#N, CCCCCI, [Na], C1CCOC1. Yields the product CCCCCSc1nsc(NC(=O)OCC)c1C#N. Reaction SMILES: [C:2](#[N:3])[c:4]1[c:5]([S-:15])[n:6][s:7][c:8]1[NH:9][C:10](=[O:11])[O:12][CH2:13][CH3:14].[I:16][CH2:17][CH2:18][CH2:19][CH2:20][CH3:21].[Na:1].[O:22]1[CH2:23][CH2:24][CH2:25][CH2:26]1>>[C:2](#[N:3])[c:4]1[c:5]([S:15][CH2:17][CH2:18][CH2:19][CH2:20][CH3:21])[n:6][s:7][c:8]1[NH:9][C:10](=[O:11])[O:12][CH2:13][CH3:14]. The reactants are C(C)(C)N (Isopropylamine), ClC1=C(C(=O)NCC23CC4CC(CC(C2)C4)C3)C=C(C=C1)CCCOS(=O)(=O)C (2-chloro-5-[3-[(methylsulfonyl)oxy]propyl]-N-(tricyclo[3.3.1.13,7]dec-1-ylmethyl)-benzamide). The solvent is O1CCCC1 (tetrahydrofuran). Conditions: temperature 70 celsius. The product is Cl.ClC1=C(C(=O)NCC23CC4CC(CC(C2)C4)C3)C=C(C=C1)CCCNC(C)C (2-Chloro-5-[3-[(1-methylethyl)amino]propyl]-N-(tricyclo[3.3.1.13,7]dec-1-ylmethyl)-benzamide, hydrochloride salt). Reaction SMILES: [CH:1]([NH2:4])([CH3:3])[CH3:2].[Cl:5][C:6]1[CH:25]=[CH:24][C:23]([CH2:26][CH2:27][CH2:28]OS(C)(=O)=O)=[CH:22][C:7]=1[C:8]([NH:10][CH2:11][C:12]12[CH2:21][CH:16]3[CH2:17][CH:18]([CH2:20][CH:14]([CH2:15]3)[CH2:13]1)[CH2:19]2)=[O:9]>O1CCCC1>[ClH:5].[Cl:5][C:6]1[CH:25]=[CH:24][C:23]([CH2:26][CH2:27][CH2:28][NH:4][CH:1]([CH3:3])[CH3:2])=[CH:22][C:7]=1[C:8]([NH:10][CH2:11][C:12]12[CH2:21][CH:16]3[CH2:17][CH:18]([CH2:20][CH:14]([CH2:15]3)[CH2:13]1)[CH2:19]2)=[O:9] |f:3.4|. Procedure details: Isopropylamine (0.5 ml) was added to a solution of 2-chloro-5-[3-[(methylsulfonyl)oxy]propyl]-N-(tricyclo[3.3.1.13,7]dec-1-ylmethyl)-benzamide (0.250 g, Example 6e) in tetrahydrofuran (20 ml) and heated at 70° C. in a sealed tube for 24 h. The mixture was concentrated under reduced pressure and the residue purified by solid phase extraction on SCX resin. The title product was isolated as the hydrochloric acid salt (0.10 g). Reactants: [BH3-]C#N, N#CC1CCNCC1, C1CCOC1, CC(=O)O, CO, CC(C)=O, [Na+]. Yields the product CC(C)N1CCC(C#N)CC1. Reaction SMILES: [C:17]([BH3-:18])#[N:19].[C:1](#[N:2])[CH:3]1[CH2:4][CH2:5][NH:6][CH2:7][CH2:8]1.[CH2:23]1[O:24][CH2:25][CH2:26][CH2:27]1.[CH3:13][C:14](=[O:15])[OH:16].[CH3:21][OH:22].[CH3:9][C:10]([CH3:11])=[O:12].[Na+:20]>>[C:1](#[N:2])[CH:3]1[CH2:4][CH2:5][N:6]([CH:10]([CH3:9])[CH3:11])[CH2:7][CH2:8]1.